The task is: describe an organic reaction: reactants, conditions, products, and yield. This data is from the Open Reaction Database (ORD), a public repository of structured organic reaction records. Solvent: C(C)O (ethanol), CO (methanol). Reported procedure: A mixture of 2'-fluoro-2-biphenylylcyanamide (2.5 g) and 4-hydroxypiperidine (1.4 g) in ethanol (30 ml) was heated at reflux on a steam bath for 2 hours gave a yellow foamy solid which was reacted with fumaric acid (1.3 g) in methanol (10 ml) to give N-(2'-fluoro-2-biphenylyl)-4-hydroxypiperidine-1-carboxamidine fumarate as a colourless solid (m.p. 214°-215° C.) which was recrystallised from a 1:2 mixture of methanol and ether. As a reaction SMILES: [F:1][C:2]1[CH:7]=[CH:6][CH:5]=[CH:4][C:3]=1[C:8]1[CH:13]=[CH:12][CH:11]=[CH:10][C:9]=1[NH:14][C:15]#[N:16].[OH:17][CH:18]1[CH2:23][CH2:22][NH:21][CH2:20][CH2:19]1.[C:24]([OH:31])(=[O:30])/[CH:25]=[CH:26]/[C:27]([OH:29])=[O:28]>C(O)C.CO>[C:24]([OH:31])(=[O:30])/[CH:25]=[CH:26]/[C:27]([OH:29])=[O:28].[F:1][C:2]1[CH:7]=[CH:6][CH:5]=[CH:4][C:3]=1[C:8]1[CH:13]=[CH:12][CH:11]=[CH:10][C:9]=1[NH:14][C:15]([N:21]1[CH2:22][CH2:23][CH:18]([OH:17])[CH2:19][CH2:20]1)=[NH:16] |f:5.6|. Product: C(\C=C\C(=O)O)(=O)O.FC1=C(C=CC=C1)C1=C(C=CC=C1)NC(=N)N1CCC(CC1)O (N-(2'-fluoro-2-biphenylyl)-4-hydroxypiperidine-1-carboxamidine fumarate). Starting materials: FC1=C(C=CC=C1)C1=C(C=CC=C1)NC#N (2'-fluoro-2-biphenylylcyanamide), OC1CCNCC1 (4-hydroxypiperidine), C(\C=C\C(=O)O)(=O)O (fumaric acid). Run at temperature 150 celsius. The solvent is CS(=O)C (DMSO), O (water). RXN SMILES: C(=O)([O-])[O-].[K+].[K+].[CH2:7]([NH2:14])[C:8]1[CH:13]=[CH:12][CH:11]=[CH:10][CH:9]=1.[CH:15]1[C:24]2[C:19](=[CH:20][CH:21]=[CH:22][CH:23]=2)[CH:18]=[CH:17][C:16]=1[O:25][CH2:26][CH2:27][CH2:28][CH2:29]Cl>CS(C)=O.O>[CH2:7]([NH:14][CH2:29][CH2:28][CH2:27][CH2:26][O:25][C:16]1[CH:17]=[CH:18][C:19]2[C:24](=[CH:23][CH:22]=[CH:21][CH:20]=2)[CH:15]=1)[C:8]1[CH:13]=[CH:12][CH:11]=[CH:10][CH:9]=1 |f:0.1.2|. Reactants: C([O-])([O-])=O.[K+].[K+] (potassium carbonate), C(C1=CC=CC=C1)N (benzylamine), C1=C(C=CC2=CC=CC=C12)OCCCCCl (4-(2-naphthyloxy)-1-chlorobutane). Product: C(C1=CC=CC=C1)NCCCCOC1=CC2=CC=CC=C2C=C1 (N-benzyl-[4-(naphthalen-2-yloxy)-butyl]amine). Procedure details: A mixture of anhydrous potassium carbonate (10 gm, in excess) and benzylamine (0.34 ml, 0.003 mole) was taken in dry DMSO (40 ml). Now 4-(2-naphthyloxy)-1-chlorobutane (0.5 gm, 0.002 mole) was added in it. Reaction mixture was refluxed at 150° C. for 5 hrs. and the reaction was completed as checked by TLC. Reaction mixture was poured in distilled water (60 ml) and extracted with ethyl acetate thrice. The organic layer was separated and concentrated to get oily compound which was later crystalliz... Reactants: ClC=1C=C(C=CC1Cl)C1(CN(CC1)C(C1=CC(=C(C(=C1)OC)OC)OC)=O)CCCS(=O)(=O)[O-] (2-[3-(3,4-dichloro-phenyl)-1-(3,4,5-trimethoxy-benzoyl)-pyrrolidin-3-yl]-ethyl-methanesulfonate), CN(C)C=O (DMF), Cl.FC1=CC=C(C=C1)N1C(NC(C12CCNCC2)=O)=O (1-(4-fluoro-phenyl)-1,3,8-triaza-spiro[4.5]decane-2,4-dione hydrochloride), C(C)(C)N(C(C)C)CC (N,N-diisopropylethylamine). Run in C(C)(=O)OCC (ethyl acetate). Reaction conditions: temperature 85 celsius. Product: ClC=1C=C(C=CC1Cl)C1(CN(CC1)C(C1=CC(=C(C(=C1)OC)OC)OC)=O)CCN1CCC2(C(NC(N2C2=CC=C(C=C2)F)=O)=O)CC1 (8-[2-[3-(3,4-dichloro-phenyl)-1-(3,4,5-trimethoxy-benzoyl)-pyrrolidin-3-yl]-ethyl]-1-(4-fluoro-phenyl)-1,3,8-triaza-spiro[4.5]decane-2,4-dione). Reaction SMILES: [Cl:1][C:2]1[CH:3]=[C:4]([C:9]2([CH2:28][CH2:29]CS([O-])(=O)=O)[CH2:13][CH2:12][N:11]([C:14](=[O:27])[C:15]3[CH:20]=[C:19]([O:21][CH3:22])[C:18]([O:23][CH3:24])=[C:17]([O:25][CH3:26])[CH:16]=3)[CH2:10]2)[CH:5]=[CH:6][C:7]=1[Cl:8].Cl.[F:36][C:37]1[CH:42]=[CH:41][C:40]([N:43]2[C:47]3([CH2:52][CH2:51][NH:50][CH2:49][CH2:48]3)[C:46](=[O:53])[NH:45][C:44]2=[O:54])=[CH:39][CH:38]=1.C(N(CC)C(C)C)(C)C.CN(C=O)C>C(OCC)(=O)C>[Cl:1][C:2]1[CH:3]=[C:4]([C:9]2([CH2:28][CH2:29][N:50]3[CH2:49][CH2:48][C:47]4([N:43]([C:40]5[CH:41]=[CH:42][C:37]([F:36])=[CH:38][CH:39]=5)[C:44](=[O:54])[NH:45][C:46]4=[O:53])[CH2:52][CH2:51]3)[CH2:13][CH2:12][N:11]([C:14](=[O:27])[C:15]3[CH:20]=[C:19]([O:21][CH3:22])[C:18]([O:23][CH3:24])=[C:17]([O:25][CH3:26])[CH:16]=3)[CH2:10]2)[CH:5]=[CH:6][C:7]=1[Cl:8] |f:1.2|. Procedure details: Combine the 2-[3-(3,4-dichloro-phenyl)-1-(3,4,5-trimethoxy-benzoyl)-pyrrolidin-3-yl]-ethyl-methanesulfonate (5.0 mmol), 1-(4-fluoro-phenyl)-1,3,8-triaza-spiro[4.5]decane-2,4-dione hydrochloride (7.5 mmol, 1.5 eq.), N,N-diisopropylethylamine (15 mmol), and DMF (8 mL). Heat the mixture at 85° C. for 48 h. Cool to ambient temperature and add ethyl acetate (100 mL). Extract with water (25 mL), 1N HCl (2×25 mL), saturated NaHCO3 (25 mL), and saturated NaCl (25 mL). Dry over MgSO4, filter, and concent... Starting materials: CCOC(=O)C (EtOAc), ice water, ClC1=NC=NC(=C1C(=O)Cl)Cl (4,6-dichloroprimidine-5-carbonyl chloride), [Si](C)(C)(C(C)(C)C)OCCNC1=CC=C(C=C1)I (N-(2-{[tert-butyl(dimethyl)silyl]oxy}ethyl)-4-iodoaniline), C(C)N(C(C)C)CC (diethylisopropylamine). The solvent is CCCCCCC (heptane), C1C2CN(CN2C3=C(N1)NC(=NC3=O)N)C4=CC=C(C=C4)C(=O)N[C@@H](CCC(=O)O)C(=O)O (MTHF). Reaction conditions: time 5 minute. Yields the product NC1=NC=NC2=C1C(N(CCO2)C2=CC=C(C=C2)I)=O (4-Amino-6-(4-iodophenyl)-7,8-dihydropyrimido[5,4-f][1,4]oxazepin-5(6H)-one). Reaction SMILES: [Si]([O:8][CH2:9][CH2:10][NH:11][C:12]1[CH:17]=[CH:16][C:15]([I:18])=[CH:14][CH:13]=1)(C(C)(C)C)(C)C.C([N:21](CC)C(C)C)C.Cl[C:28]1[C:33]([C:34](Cl)=[O:35])=[C:32](Cl)[N:31]=[CH:30][N:29]=1.CCOC(C)=O>C1NC2NC(N)=NC(=O)C=2N2C1CN(C1C=CC(C(N[C@H](C(O)=O)CCC(O)=O)=O)=CC=1)C2.CCCCCCC>[NH2:21][C:28]1[C:33]2[C:34](=[O:35])[N:11]([C:12]3[CH:13]=[CH:14][C:15]([I:18])=[CH:16][CH:17]=3)[CH2:10][CH2:9][O:8][C:32]=2[N:31]=[CH:30][N:29]=1. Procedure details: To a cooled (ice/water), stirred solution of N-(2-{[tert-butyl(dimethyl)silyl]oxy}ethyl)-4-iodoaniline (1.34 g, 2.78 mmol) and diethylisopropylamine (0.7 mL, 4.0 mmol) in MTHF (5 mL) was added 4,6-dichloroprimidine-5-carbonyl chloride (560 mg, 2.65 mmol). After 5 minutes, the cooling bath was removed and the slurry was stirred for 5 hours. Aqueous hydrochloric acid (1N, 5 mL) was added and the mixture was allowed to stand for 72 hours. The layers were separated and the aqueous layer was washed w... The reactants are [Na] (sodium), C(C)OC=1C=C(OC=2C=[N+](C=CC2)[O-])C=CC1 (3-(3-ethoxyphenoxy)pyridine 1-oxide), COS(=O)(=O)OC (dimethylsulfate), C(C)OC=1C=C(OC=2C=[N+](C=CC2)OC)C=CC1 (3-(3-ethoxyphenoxy)-1-methoxy pyridinium). The solvent is O (water), O (water). Conditions: temperature 100 celsius, time 16 hour. The product is C(C)OC=1C=C(OC=2C(=NC=CC2)C#N)C=CC1 (3-(3-ethoxyphenoxy)-2-pyridinecarbonitrile). RXN SMILES: [CH2:1]([O:3][C:4]1[CH:5]=[C:6]([CH:15]=[CH:16][CH:17]=1)[O:7][C:8]1[CH:9]=[N+:10]([O-])[CH:11]=[CH:12][CH:13]=1)[CH3:2].COS(OC)(=O)=O.C(OC1C=C(C=CC=1)OC1[CH:33]=[N+:34](OC)C=CC=1)C.[Na]>O>[CH2:1]([O:3][C:4]1[CH:5]=[C:6]([CH:15]=[CH:16][CH:17]=1)[O:7][C:8]1[C:9]([C:33]#[N:34])=[N:10][CH:11]=[CH:12][CH:13]=1)[CH3:2] |^1:42|. Procedure: A mixture of 68 g of 3-(3-ethoxyphenoxy)pyridine 1-oxide and 40 g of dimethylsulfate is heated at 100° C. for 4 hours. The 3-(3-ethoxyphenoxy)-1-methoxy pyridinium methosulfate is dissolved in 200 ml of water and is added dropwise to a cooled, stirred solution of 75 g sodium cyamide in 200 ml of water at 0°-5° C. under a nitrogen atmosphere. The mixture is stirred 16 hours and is extracted with 500 ml of dichloromethane. The dichloromethane layer is washed with 100 ml of water, dried, concentrat... Starting materials: C(C)C(CC)C=1C=2N(N=C(C1)C)C(=C(N2)C(F)(F)F)I (8-(1-ethyl-propyl)-3-iodo-6-methyl-2-trifluoromethyl-imidazo[1,2-b]pyridazine), ClC=1N=C(SC1)N(C)C ((4-chloro-thiazol-2-yl)-dimethyl-amine). Yields the product ClC=1N=C(SC1C1=C(N=C2N1N=C(C=C2C(CC)CC)C)C(F)(F)F)N(C)C ({4-Chloro-5-[8-(1-ethyl-propyl)-6-methyl-2-trifluoromethyl-imidazo[1,2-b]pyridazin-3-yl]-thiazol-2-yl}-dimethyl-amine). RXN SMILES: [CH2:1]([CH:3]([C:6]1[C:7]2[N:8]([C:13](I)=[C:14]([C:16]([F:19])([F:18])[F:17])[N:15]=2)[N:9]=[C:10]([CH3:12])[CH:11]=1)[CH2:4][CH3:5])[CH3:2].[Cl:21][C:22]1[N:23]=[C:24]([N:27]([CH3:29])[CH3:28])[S:25][CH:26]=1>>[Cl:21][C:22]1[N:23]=[C:24]([N:27]([CH3:29])[CH3:28])[S:25][C:26]=1[C:13]1[N:8]2[N:9]=[C:10]([CH3:12])[CH:11]=[C:6]([CH:3]([CH2:4][CH3:5])[CH2:1][CH3:2])[C:7]2=[N:15][C:14]=1[C:16]([F:19])([F:18])[F:17]. Reported procedure: Using a procedure analogous to Example 254D, 8-(1-ethyl-propyl)-3-iodo-6-methyl-2-trifluoromethyl-imidazo[1,2-b]pyridazine (250 mg, 0.630 mmol) is coupled with (4-chloro-thiazol-2-yl)-dimethyl-amine (154 mg, 0.945 mmol) to provide desired product. 1H-NMR (CDCl3), δ 0.85 (t, J=7.4 Hz, 6H), 1.83 (m, 4H), 2.55 (s, 3H), 3.16 (s, 6H), 3.31 (m, 1H), 6.81 (s, 1H) ppm. ES-MS (m/z): calcd for C18H21ClF3N5S (M+H)+: 431.91; found: 432.2. The reactants are CC1COCCN1, CCOCC, CC(C)(C)OC(=O)N(C(=O)OC(C)(C)C)N(C(=O)OC(C)(C)C)c1nc(Cl)nc(Cl)c1F, CCN(C(C)C)C(C)C, Cl, CN(C)C=O. Product: CC1COCCN1c1nc(Cl)nc(N(C(=O)OC(C)(C)C)N(C(=O)OC(C)(C)C)C(=O)OC(C)(C)C)c1F. Reaction SMILES: [CH3:2][CH:3]1[CH2:4][O:5][CH2:6][CH2:7][NH:8]1.[CH3:55][CH2:56][O:57][CH2:58][CH3:59].[CH3:9][C:10]([CH3:11])([CH3:12])[O:13][C:14](=[O:15])[N:16]([N:17]([C:18](=[O:19])[O:20][C:21]([CH3:22])([CH3:23])[CH3:24])[c:25]1[n:26][c:27]([Cl:33])[n:28][c:29]([Cl:32])[c:30]1[F:31])[C:34](=[O:35])[O:36][C:37]([CH3:38])([CH3:39])[CH3:40].[CH:41]([N:42]([CH2:43][CH3:44])[CH:45]([CH3:46])[CH3:47])([CH3:48])[CH3:49].[ClH:1].[O:50]=[CH:51][N:52]([CH3:53])[CH3:54]>>[CH3:2][CH:3]1[CH2:4][O:5][CH2:6][CH2:7][N:8]1[c:29]1[n:28][c:27]([Cl:33])[n:26][c:25]([N:17]([N:16]([C:14]([O:13][C:10]([CH3:9])([CH3:11])[CH3:12])=[O:15])[C:34](=[O:35])[O:36][C:37]([CH3:38])([CH3:39])[CH3:40])[C:18](=[O:19])[O:20][C:21]([CH3:22])([CH3:23])[CH3:24])[c:30]1[F:31]. Reactants: BrCc1ccccc1, O=C([O-])[O-], CN(C)C=O, O=[N+]([O-])c1cccc(O)c1Cl, [Cs+], [Cs+], O. The product is O=[N+]([O-])c1cccc(OCc2ccccc2)c1Cl. As a reaction SMILES: [Br:18][CH2:19][c:20]1[cH:21][cH:22][cH:23][cH:24][cH:25]1.[C:12](=[O:13])([O-:14])[O-:15].[CH3:27][N:28]([CH3:29])[CH:30]=[O:31].[Cl:1][c:2]1[c:3]([OH:11])[cH:4][cH:5][cH:6][c:7]1[N+:8](=[O:9])[O-:10].[Cs+:16].[Cs+:17].[OH2:26]>>[Cl:1][c:2]1[c:3]([O:11][CH2:19][c:20]2[cH:21][cH:22][cH:23][cH:24][cH:25]2)[cH:4][cH:5][cH:6][c:7]1[N+:8](=[O:9])[O-:10]. The reactants are C(C)OC(=O)C(C(=O)OCC)CCCOC1=CC=C(C=C1)C(=O)OCC (ethyl 2-ethoxycarbonyl-5-(4-ethoxycarbonylphenoxy)pentanoate), [H-].[Na+] (sodium hydride), BrC1=C(C(=C(C(=C1CBr)OC)OC)OC)OC (1-bromo-6-bromomethyl-2,3,4,5-tetramethoxybenzene). The solvent is CN(C)C=O (DMF), CN(C)C=O (DMF), O (water). Run at time 30 minute. The product is BrC1=C(C(=C(C(=C1OC)OC)OC)OC)CC(C(=O)OCC)(CCCOC1=CC=C(C=C1)C(=O)OCC)C(=O)OCC (Ethyl 3-(2-bromo-3,4,5,6-tetramethoxyphenyl)-2-ethoxycarbonyl-2-[3-(4-ethoxycarbonylphenoxy)propyl]propionate). The yield is 91.9%. RXN SMILES: [CH2:1]([O:3][C:4]([CH:6]([CH2:12][CH2:13][CH2:14][O:15][C:16]1[CH:21]=[CH:20][C:19]([C:22]([O:24][CH2:25][CH3:26])=[O:23])=[CH:18][CH:17]=1)[C:7]([O:9][CH2:10][CH3:11])=[O:8])=[O:5])[CH3:2].[H-].[Na+].[Br:29][C:30]1[C:35]([CH2:36]Br)=[C:34]([O:38][CH3:39])[C:33]([O:40][CH3:41])=[C:32]([O:42][CH3:43])[C:31]=1[O:44][CH3:45]>CN(C=O)C.O>[Br:29][C:30]1[C:31]([O:44][CH3:45])=[C:32]([O:42][CH3:43])[C:33]([O:40][CH3:41])=[C:34]([O:38][CH3:39])[C:35]=1[CH2:36][C:6]([C:7]([O:9][CH2:10][CH3:11])=[O:8])([CH2:12][CH2:13][CH2:14][O:15][C:16]1[CH:17]=[CH:18][C:19]([C:22]([O:24][CH2:25][CH3:26])=[O:23])=[CH:20][CH:21]=1)[C:4]([O:3][CH2:1][CH3:2])=[O:5] |f:1.2|. Procedure details: To a solution of ethyl 2-ethoxycarbonyl-5-(4-ethoxycarbonylphenoxy)pentanoate (25.9 g) in DMF (200 ml) was portionwise added sodium hydride (60% oil dispersion, 3.11 g) with cooling with ice. The reaction mixture was allowed to warm to room temperature and stirred for 30 min. To the reaction mixture was dropwise added a solution of 1-bromo-6-bromomethyl-2,3,4,5-tetramethoxybenzene (28.8 g) in DMF (50 ml) with cooling with ice. The reaction mixture was allowed to warm to room temperature and stir... RXN SMILES: [C:18](=[O:19])([O-:20])[O-:21].[C:34]([O:35][CH3:36])([CH3:37])([CH3:38])[CH3:39].[CH3:13][N:14]([CH3:15])[CH:16]=[O:17].[CH3:24][O:25][c:26]1[cH:27][cH:28][c:29]([CH2:30][Cl:31])[cH:32][cH:33]1.[K+:22].[K+:23].[OH:1][c:2]1[c:3]([C:10]([CH3:11])=[O:12])[c:4]([O:8][CH3:9])[cH:5][cH:6][cH:7]1>>[O:1]([c:2]1[c:3]([C:10]([CH3:11])=[O:12])[c:4]([O:8][CH3:9])[cH:5][cH:6][cH:7]1)[CH2:30][c:29]1[cH:28][cH:27][c:26]([O:25][CH3:24])[cH:33][cH:32]1. Reactants: O=C([O-])[O-], COC(C)(C)C, CN(C)C=O, COc1ccc(CCl)cc1, [K+], [K+], COc1cccc(O)c1C(C)=O. The product is COc1ccc(COc2cccc(OC)c2C(C)=O)cc1.